From a dataset of the Open Reaction Database (ORD), a public repository of structured organic reaction records. describe an organic reaction: reactants, conditions, products, and yield The reactants are C[C@H]1NCCNC1 ((R)-2-methylpiperazine), ClS(=O)(=O)C1=C2C(=CN=CC2=CC=C1)C (5-chlorosulfonyl-4-methylisoquinoline). Yields the product Cl.C[C@@H]1CN(CCN1)S(=O)(=O)C1=C2C(=CN=CC2=CC=C1)C ((R)-3-Methyl-1-[(4-methyl-5-isoquinolinyl)sulfonyl]piperazine hydrochloride). Isolated yield 91.9%. As a reaction SMILES: [CH3:1][C@@H:2]1[CH2:7][NH:6][CH2:5][CH2:4][NH:3]1.[Cl:8][S:9]([C:12]1[CH:21]=[CH:20][CH:19]=[C:18]2[C:13]=1[C:14]([CH3:22])=[CH:15][N:16]=[CH:17]2)(=[O:11])=[O:10]>>[ClH:8].[CH3:1][C@H:2]1[NH:3][CH2:4][CH2:5][N:6]([S:9]([C:12]2[CH:21]=[CH:20][CH:19]=[C:18]3[C:13]=2[C:14]([CH3:22])=[CH:15][N:16]=[CH:17]3)(=[O:10])=[O:11])[CH2:7]1 |f:2.3|. Procedure: Using 0.50 g of (R)-2-methylpiperazine and 0.40 g of 5-chlorosulfonyl-4-methylisoquinoline, the procedure of Example 1 was otherwise repeated to provide 0.52 g of the objective compound (white crystals). Starting materials: CCO, NN, O=C1c2ccccc2C(=O)N1CCc1cccc(N2C(=O)N(c3ccccc3Br)Cc3cnc(Nc4ccccc4)nc32)c1, O. Product: NCCc1cccc(N2C(=O)N(c3ccccc3Br)Cc3cnc(Nc4ccccc4)nc32)c1. RXN SMILES: [CH3:48][CH2:49][OH:50].[NH2:46][NH2:47].[NH:1]([c:2]1[cH:3][cH:4][cH:5][cH:6][cH:7]1)[c:8]1[n:9][cH:10][c:11]2[c:12]([n:13]1)[N:14]([c:26]1[cH:27][c:28]([CH2:32][CH2:33][N:34]3[C:35](=[O:36])[c:37]4[cH:38][cH:39][cH:40][cH:41][c:42]4[C:43]3=[O:44])[cH:29][cH:30][cH:31]1)[C:15](=[O:25])[N:16]([c:18]1[c:19]([Br:24])[cH:20][cH:21][cH:22][cH:23]1)[CH2:17]2.[OH2:45]>>[NH:1]([c:2]1[cH:3][cH:4][cH:5][cH:6][cH:7]1)[c:8]1[n:9][cH:10][c:11]2[c:12]([n:13]1)[N:14]([c:26]1[cH:27][c:28]([CH2:32][CH2:33][NH2:34])[cH:29][cH:30][cH:31]1)[C:15](=[O:25])[N:16]([c:18]1[c:19]([Br:24])[cH:20][cH:21][cH:22][cH:23]1)[CH2:17]2. The reactants are C=CCN=C=S, Cl, Nc1cc(Cl)sc1S(N)(=O)=O. Yields the product C=CCNC1=NS(=O)(=O)c2sc(Cl)cc2N1. Reaction SMILES: [CH2:13]([CH:14]=[CH2:15])[N:16]=[C:17]=[S:18].[ClH:1].[NH2:2][c:3]1[c:4]([S:9](=[O:10])(=[O:11])[NH2:12])[s:5][c:6]([Cl:8])[cH:7]1>>[NH:2]1[c:3]2[c:4]([s:5][c:6]([Cl:8])[cH:7]2)[S:9](=[O:10])(=[O:11])[N:12]=[C:17]1[NH:16][CH2:13][CH:14]=[CH2:15].